Task: describe an organic reaction: reactants, conditions, products, and yield. Dataset: the Open Reaction Database (ORD), a public repository of structured organic reaction records Reactants: ClC(=O)OCC (ethyl chloroformate), FC1=C(N)C=C(C=C1)[N+](=O)[O-] (2-fluoro-5-nitroaniline), N1=CC=CC=C1 (pyridine). Solvent: ClCCl (dichloromethane). Product: FC1=C(NC(OCC)=O)C=C(C=C1)[N+](=O)[O-] (ethyl 2-fluoro-5-nitrocarbanilate). Isolated yield 98.2%. Reaction SMILES: Cl[C:2]([O:4][CH2:5][CH3:6])=[O:3].[F:7][C:8]1[CH:14]=[CH:13][C:12]([N+:15]([O-:17])=[O:16])=[CH:11][C:9]=1[NH2:10].N1C=CC=CC=1>ClCCl>[F:7][C:8]1[CH:14]=[CH:13][C:12]([N+:15]([O-:17])=[O:16])=[CH:11][C:9]=1[NH:10][C:2](=[O:3])[O:4][CH2:5][CH3:6]. Reported procedure: 10.7 g (98.9 mmol) of ethyl chloroformate was added dropwise to a mixture of 15.0 g (94.2 mmol) of 2-fluoro-5-nitroaniline, 8.20 g (104 mmol) of pyridine and 150 ml of dichloromethane at a temperature of not higher than 5° C. Thereafter the temperature was raised to room temperature and the reaction was continued for one night. After the dichloromethane layer was separated out by adding water to the reaction mixture, the dichloromethane layer was washed with saturated saline solution and dried o... Starting materials: C(C)C=1C(=NC(=CN1)CC)N[C@H]1[C@H](CC2=CC=CC=C12)O ((1R,2S)-1-[(3,6-diethylpyrazin-2-yl)amino]-2,3-dihydro-1H-inden-2-ol), C(C)[C@@H]1CCC2=C(C=CS2)[C@H]1N (trans-5-ethyl-4,5,6,7-tetrahydro-1-benzothiophen-4-amine), BrC1=NC(=C(N=C1CC)C1=C(C=C(C=C1)Cl)Cl)CC (2-bromo-5-(2,4-dichlorophenyl)-3,6-diethylpyrazine). Yields the product ClC1=C(C=CC(=C1)Cl)C=1N=C(C(=NC1CC)N[C@H]1[C@@H](CCC2=C1C=CS2)CC)CC (5-(2,4-dichlorophenyl)-3,6-diethyl-N-[Trans-5-ethyl-4,5,6,7-tetrahydro-1-benzothien-4-yl]pyrazin-2-amine). RXN SMILES: C(C1C(N[C@@H]2C3C(=CC=CC=3)C[C@@H]2O)=NC(CC)=CN=1)C.[CH2:22]([C@H:24]1[C@H:32]([NH2:33])[C:28]2[CH:29]=[CH:30][S:31][C:27]=2[CH2:26][CH2:25]1)[CH3:23].Br[C:35]1[C:40]([CH2:41][CH3:42])=[N:39][C:38]([C:43]2[CH:48]=[CH:47][C:46]([Cl:49])=[CH:45][C:44]=2[Cl:50])=[C:37]([CH2:51][CH3:52])[N:36]=1>>[Cl:50][C:44]1[CH:45]=[C:46]([Cl:49])[CH:47]=[CH:48][C:43]=1[C:38]1[N:39]=[C:40]([CH2:41][CH3:42])[C:35]([NH:33][C@@H:32]2[C:28]3[CH:29]=[CH:30][S:31][C:27]=3[CH2:26][CH2:25][C@H:24]2[CH2:22][CH3:23])=[N:36][C:37]=1[CH2:51][CH3:52]. Procedure: Following the procedure for the preparation of (1R,2S)-1-[(3,6-diethylpyrazin-2-yl)amino]-2,3-dihydro-1H-inden-2-ol but substituting trans-5-ethyl-4,5,6,7-tetrahydro-1-benzothiophen-4-amine and 2-bromo-5-(2,4-dichlorophenyl)-3,6-diethylpyrazine and making non-critical variations provided the title compound as a oil: 1H NMR (400 MHz, CDCl3) δ) 7.50, 7.35-7.28, 7.11, 6.91, 5.27, 4.58, 2.85, 2.64, 2.49, 2.08, 1.93, 1.84, 1.66, 1.41, 1.26, 1.18, 1.06; HRMS (FAB) calcd for C24H27Cl2N3S+H 460.1381, fo... The reactants are Cc1ccc(-c2c(Br)ccn3c(=O)n(CC(C)C)nc23)cc1, COc1ccc(B(O)O)cc1, [K+], [K+], O=C([O-])[O-], C1COCCO1, O, c1ccc(P(c2ccccc2)(c2ccccc2)[Pd](P(c2ccccc2)(c2ccccc2)c2ccccc2)(P(c2ccccc2)(c2ccccc2)c2ccccc2)P(c2ccccc2)(c2ccccc2)c2ccccc2)cc1. The product is COc1ccc(-c2ccn3c(=O)n(CC(C)C)nc3c2-c2ccc(C)cc2)cc1. RXN SMILES: [Br:1][c:2]1[c:3](-[c:16]2[cH:17][cH:18][c:19]([CH3:22])[cH:20][cH:21]2)[c:4]2[n:5]([cH:6][cH:7]1)[c:8](=[O:15])[n:9]([CH2:11][CH:12]([CH3:13])[CH3:14])[n:10]2.[CH3:23][O:24][c:25]1[cH:26][cH:27][c:28]([B:31]([OH:32])[OH:33])[cH:29][cH:30]1.[K+:34].[K+:35].[O-:36][C:37]([O-:38])=[O:39].[O:40]1[CH2:41][CH2:42][O:43][CH2:44][CH2:45]1.[OH2:46].[cH:47]1[cH:48][cH:49][c:50]([P:51]([Pd:52]([P:53]([c:54]2[cH:55][cH:56][cH:57][cH:58][cH:59]2)([c:60]2[cH:61][cH:62][cH:63][cH:64][cH:65]2)[c:66]2[cH:67][cH:68][cH:69][cH:70][cH:71]2)([P:72]([c:73]2[cH:74][cH:75][cH:76][cH:77][cH:78]2)([c:79]2[cH:80][cH:81][cH:82][cH:83][cH:84]2)[c:85]2[cH:86][cH:87][cH:88][cH:89][cH:90]2)[P:91]([c:92]2[cH:93][cH:94][cH:95][cH:96][cH:97]2)([c:98]2[cH:99][cH:100][cH:101][cH:102][cH:103]2)[c:104]2[cH:105][cH:106][cH:107][cH:108][cH:109]2)([c:110]2[cH:111][cH:112][cH:113][cH:114][cH:115]2)[c:116]2[cH:117][cH:118][cH:119][cH:120][cH:121]2)[cH:122][cH:123]1>>[c:2]1(-[c:28]2[cH:27][cH:26][c:25]([O:24][CH3:23])[cH:30][cH:29]2)[c:3](-[c:16]2[cH:17][cH:18][c:19]([CH3:22])[cH:20][cH:21]2)[c:4]2[n:5]([cH:6][cH:7]1)[c:8](=[O:15])[n:9]([CH2:11][CH:12]([CH3:13])[CH3:14])[n:10]2. The reactants are CCC1(C)CN(Cc2ccccc2)CCC1N(C)C, CO, [H][H], [OH-], [OH-], [Pd+2]. Product: CCC1(C)CNCCC1N(C)C. As a reaction SMILES: [CH2:1]([c:2]1[cH:3][cH:4][cH:5][cH:6][cH:7]1)[N:8]1[CH2:9][C:10]([CH3:17])([CH2:18][CH3:19])[CH:11]([N:14]([CH3:15])[CH3:16])[CH2:12][CH2:13]1.[CH3:20][OH:21].[H:22][H:23].[OH-:24].[OH-:25].[Pd+2:26]>>[NH:8]1[CH2:9][C:10]([CH3:17])([CH2:18][CH3:19])[CH:11]([N:14]([CH3:15])[CH3:16])[CH2:12][CH2:13]1. The reactants are CC(C)(C)OC(=O)NC(COCc1ccccc1)C(=O)O, ClCCl, CC(C)(N)c1ccccc1, c1ccc(P(c2ccccc2)c2ccccc2)cc1. Product: CC(C)(C)OC(=O)NC(COCc1ccccc1)C(=O)NC(C)(C)c1ccccc1. As a reaction SMILES: [C:1]([CH3:2])([CH3:3])([CH3:4])[O:5][C:6](=[O:7])[NH:8][CH:9]([CH2:10][O:11][CH2:12][c:13]1[cH:14][cH:15][cH:16][cH:17][cH:18]1)[C:19](=[O:20])[OH:21].[CH2:51]([Cl:52])[Cl:53].[CH3:22][C:23]([c:24]1[cH:25][cH:26][cH:27][cH:28][cH:29]1)([CH3:30])[NH2:31].[c:32]1([P:33]([c:34]2[cH:35][cH:36][cH:37][cH:38][cH:39]2)[c:40]2[cH:41][cH:42][cH:43][cH:44][cH:45]2)[cH:46][cH:47][cH:48][cH:49][cH:50]1>>[C:1]([CH3:2])([CH3:3])([CH3:4])[O:5][C:6](=[O:7])[NH:8][CH:9]([CH2:10][O:11][CH2:12][c:13]1[cH:14][cH:15][cH:16][cH:17][cH:18]1)[C:19](=[O:21])[NH:31][C:23]([CH3:22])([c:24]1[cH:25][cH:26][cH:27][cH:28][cH:29]1)[CH3:30]. Starting materials: CC(COC)NC1=C(C=CC=C1C)C (N-(1'-methyl-2'-methoxyethyl)-2,6-dimethylaniline), C(C)OCC(=O)Cl (ethoxyacetyl chloride). The solvent is C1(=CC=CC=C1)C (toluene). The product is CC(COC)N(C1=C(C=CC=C1C)C)C(COCC)=O (N-(1'-methyl-2'-methoxyethyl)-N-ethoxyacetyl-2,6-dimethylaniline). Reaction SMILES: [CH2:1]([O:3][CH2:4][C:5](Cl)=[O:6])[CH3:2].[CH3:8][CH:9]([NH:13][C:14]1[C:19]([CH3:20])=[CH:18][CH:17]=[CH:16][C:15]=1[CH3:21])[CH2:10][O:11][CH3:12]>C1(C)C=CC=CC=1>[CH3:8][CH:9]([N:13]([C:5](=[O:6])[CH2:4][O:3][CH2:1][CH3:2])[C:14]1[C:19]([CH3:20])=[CH:18][CH:17]=[CH:16][C:15]=1[CH3:21])[CH2:10][O:11][CH3:12]. Reported procedure: With stirring, 7.3 g of ethoxyacetyl chloride in 20 ml of abs. toluene were added at room temperature to 9.6 g of N-(1'-methyl-2'-methoxyethyl)-2,6-dimethylaniline. After stirring for 3 hours at room temperature, the reaction mixture was filtered. The filtrate was freed from solvent and the residual oil was distilled in a high vacuum. Boiling point: 122°-124° C./0.04 torr.